describe an organic reaction: reactants, conditions, products, and yield From a dataset of the Open Reaction Database (ORD), a public repository of structured organic reaction records. Starting materials: BrC=1C=C(C(=O)O)C=CC1C (3-Bromo-4-methyl-benzoic acid), C(C(=O)Cl)(=O)Cl (oxalyl chloride), N (ammonia), CN1CCOCC1 (N-methyl-morpholine). The reagents and catalysts are CN(C)C=O (DMF). Solvent: C1(=CC=CC=C1)C (toluene), C1CCOC1 (THF). Reaction conditions: time 3 hour. Product: BrC=1C=C(C#N)C=CC1C (3-Bromo-4-methyl-benzonitrile). RXN SMILES: [Br:1][C:2]1[CH:3]=[C:4]([CH:8]=[CH:9][C:10]=1[CH3:11])[C:5](O)=O.C(Cl)(=O)C(Cl)=O.C[N:19]1CCOCC1.N>C1(C)C=CC=CC=1.CN(C=O)C.C1COCC1>[Br:1][C:2]1[CH:3]=[C:4]([CH:8]=[CH:9][C:10]=1[CH3:11])[C:5]#[N:19]. Procedure details: 3-Bromo-4-methyl-benzoic acid (3 g) in toluene (75 ml) was treated with oxalyl chloride (10 ml) and DMF (4 drops). The mixture was then stirred at 20 C for 3 h. and then the solvent evaporated giving a yellow solid. This in turn was dissolved in THF (30 ml) containing N-methyl-morpholine (1.5 ml). Aqueous ammonia (0.880, 40 ml) was then added and the mixture stirred for 18 h. The THF was then evaporated and the resulting amide intermediate collected by filtration as a colourless solid (2.9 g). T... Reactants: [BH4-], C=CCC(CCCC#N)C(=O)OC, COCCOC, CO, [Na+], O. Product: C=CCC(CO)CCCC#N. Reaction SMILES: [BH4-:16].[C:3](=[O:4])([O:5][CH3:6])[CH:7]([CH2:8][CH2:9][CH2:10][C:11]#[N:12])[CH2:13][CH:14]=[CH2:15].[CH3:18][O:19][CH2:20][CH2:21][O:22][CH3:23].[CH3:1][OH:2].[Na+:17].[OH2:24]>>[CH2:3]([OH:4])[CH:7]([CH2:8][CH2:9][CH2:10][C:11]#[N:12])[CH2:13][CH:14]=[CH2:15]. Starting materials: O=C(O)c1ccc(C2CC2)c(OCc2ccccn2)n1, CNC(=O)C(N)C(C)(C)C. The product is CNC(=O)C(NC(=O)c1ccc(C2CC2)c(OCc2ccccn2)n1)C(C)(C)C. Reaction SMILES: [CH:1]1([c:4]2[cH:5][cH:6][c:7]([C:18](=[O:19])[OH:20])[n:8][c:9]2[O:10][CH2:11][c:12]2[n:13][cH:14][cH:15][cH:16][cH:17]2)[CH2:2][CH2:3]1.[NH2:21][CH:22]([C:23](=[O:24])[NH:25][CH3:26])[C:27]([CH3:28])([CH3:29])[CH3:30]>>[CH:1]1([c:4]2[cH:5][cH:6][c:7]([C:18](=[O:20])[NH:21][CH:22]([C:23](=[O:24])[NH:25][CH3:26])[C:27]([CH3:28])([CH3:29])[CH3:30])[n:8][c:9]2[O:10][CH2:11][c:12]2[n:13][cH:14][cH:15][cH:16][cH:17]2)[CH2:2][CH2:3]1. Reactants: Sc1c(Cl)cccc1Cl, ClCCl, CC(C)(C)OC(=O)N=NC(=O)OC(C)(C)C, COC(=O)c1c(CO)noc1C(C)C, c1ccc(P(c2ccccc2)c2ccccc2)cc1. The product is COC(=O)c1c(CSc2c(Cl)cccc2Cl)noc1C(C)C. As a reaction SMILES: [Cl:1][c:2]1[c:3]([SH:9])[c:4]([Cl:8])[cH:5][cH:6][cH:7]1.[Cl:59][CH2:60][Cl:61].[N:43]([C:44]([O:45][C:46]([CH3:47])([CH3:48])[CH3:49])=[O:50])=[N:51][C:52]([O:53][C:54]([CH3:55])([CH3:56])[CH3:57])=[O:58].[OH:10][CH2:11][c:12]1[n:13][o:14][c:15]([CH:21]([CH3:22])[CH3:23])[c:16]1[C:17](=[O:18])[O:19][CH3:20].[c:24]1([P:25]([c:26]2[cH:27][cH:28][cH:29][cH:30][cH:31]2)[c:32]2[cH:33][cH:34][cH:35][cH:36][cH:37]2)[cH:38][cH:39][cH:40][cH:41][cH:42]1>>[Cl:1][c:2]1[c:3]([S:9][CH2:11][c:12]2[n:13][o:14][c:15]([CH:21]([CH3:22])[CH3:23])[c:16]2[C:17](=[O:18])[O:19][CH3:20])[c:4]([Cl:8])[cH:5][cH:6][cH:7]1. Solvent: C(C)(=O)O (acetic acid), C(C)(=O)O (acetic acid). The product is C(C)(=O)N1CCC2(CC1)OC1=C(C2)C=C(C=C1)[N+](=O)[O-] (2,3-dihydro-1'-acetyl-5-nitrospiro[benzofuran-2,4'-piperidine]). As a reaction SMILES: [N+:1]([O-:4])(O)=[O:2].[C:5]([N:8]1[CH2:13][CH2:12][C:11]2([CH2:17][C:16]3[CH:18]=[CH:19][CH:20]=[CH:21][C:15]=3[O:14]2)[CH2:10][CH2:9]1)(=[O:7])[CH3:6].O>C(O)(=O)C>[C:5]([N:8]1[CH2:13][CH2:12][C:11]2([CH2:17][C:16]3[CH:18]=[C:19]([N+:1]([O-:4])=[O:2])[CH:20]=[CH:21][C:15]=3[O:14]2)[CH2:10][CH2:9]1)(=[O:7])[CH3:6]. Reported procedure: 3.8 g of nitric acid (sp gr 1.42) in 30 ml of glacial acetic acid is added dropwise to a stirred solution of 4.7 g of 2,3-dihydro-1'-acetylspiro[benzofuran-2,4'-piperidine] in 65 ml of glacial acetic acid. After total addition, the reaction mixture is slowly heated to 100° C. over a 2 hour span and then cooled and poured into 500 ml of water. The diluted mixture is extracted with chloroform and the chloroform extracts are washed sequentially with a saturated sodium bicarbonate solution, a satura... Run at temperature 100 celsius. Starting materials: O (water), [N+](=O)(O)[O-] (nitric acid), C(C)(=O)N1CCC2(CC1)OC1=C(C2)C=CC=C1 (2,3-dihydro-1'-acetylspiro[benzofuran-2,4'-piperidine]). The reactants are [N+](=O)([O-])C1=C2C=CC(=NC2=CC=C1)Cl (5-nitro-2-chloroquinoline), FC=1C=C(C=C(C1F)F)S(=O)(=O)Cl (3,4,5-trifluorobenzenesulfonyl chloride), COC1=CC=C2CCC(C2=C1)N (6-methoxyindan-1-ylamine). The product is FC=1C=C(C=C(C1F)F)S(=O)(=O)NC1=C2C=CC(=NC2=CC=C1)NC1CCC2=CC=C(C=C12)OC (rac-3,4,5-Trifluoro-N-[2-(6-methoxy-indan-1-ylamino)-quinolin-5-yl]-benzenesulfonamide). Reaction SMILES: [N+:1]([C:4]1[CH:13]=[CH:12][CH:11]=[C:10]2[C:5]=1[CH:6]=[CH:7][C:8](Cl)=[N:9]2)([O-])=O.[F:15][C:16]1[CH:17]=[C:18]([S:24](Cl)(=[O:26])=[O:25])[CH:19]=[C:20]([F:23])[C:21]=1[F:22].[CH3:28][O:29][C:30]1[CH:38]=[C:37]2[C:33]([CH2:34][CH2:35][CH:36]2[NH2:39])=[CH:32][CH:31]=1>>[F:15][C:16]1[CH:17]=[C:18]([S:24]([NH:1][C:4]2[CH:13]=[CH:12][CH:11]=[C:10]3[C:5]=2[CH:6]=[CH:7][C:8]([NH:39][CH:36]2[C:37]4[C:33](=[CH:32][CH:31]=[C:30]([O:29][CH3:28])[CH:38]=4)[CH2:34][CH2:35]2)=[N:9]3)(=[O:26])=[O:25])[CH:19]=[C:20]([F:23])[C:21]=1[F:22]. Reported procedure: The title compound, MS: m/e=500.4 (M+H+), was prepared in accordance with the general method of example 13 from 5-nitro-2-chloroquinoline, 3,4,5-trifluorobenzenesulfonyl chloride and 6-methoxyindan-1-ylamine (CAS 103028-81-5). Starting materials: C(OCC)(OCC)OCC (triethyl orthoformate), C(C)(=O)O (acetic acid), C(OCC)(OCC)OCC (triethyl orthoformate), [N+](=O)([O-])CC(=O)OCC (ethyl nitroacetate), C(C)(=O)O (acetic acid), FC(C)(F)C=1C=C(N)C=CC1 (3-(1,1-difluoro-ethyl)-aniline), O=[N+]([O-])[O-].[O-][N+]([O-])=O.[O-][N+]([O-])=O.[O-][N+]([O-])=O.[O-][N+]([O-])=O.[O-][N+]([O-])=O.[Ce+4].[NH4+].[NH4+] (CAN). The reagents and catalysts are [Fe] (iron). The product is FC(C)(F)C=1C=C(C=CC1)N1C=NC(=C1)CO ({1[3-(1,1-Difluoro-ethyl)-phenyl]-1H-imidazol-4-yl}-methanol). As a reaction SMILES: [F:1][C:2]([C:5]1[CH:6]=[C:7]([CH:9]=[CH:10][CH:11]=1)[NH2:8])([F:4])[CH3:3].O=[N+]([O-])[O-].[O-][N+](=O)[O-].[O-][N+](=O)[O-].[O-][N+](=O)[O-].[O-][N+](=O)[O-].[O-][N+](=O)[O-].[Ce+4].[NH4+].[NH4+].C([O:46][CH2:47][CH3:48])(OCC)OCC.[N+:49]([CH2:52]C(OCC)=O)([O-])=O.[C:58](O)(=O)C>[Fe]>[F:1][C:2]([C:5]1[CH:6]=[C:7]([N:8]2[CH:58]=[C:48]([CH2:47][OH:46])[N:49]=[CH:52]2)[CH:9]=[CH:10][CH:11]=1)([F:4])[CH3:3] |f:1.2.3.4.5.6.7.8.9|. Procedure: Following the general method described in example 293, 3-(1,1-difluoro-ethyl)-aniline [R. O. Neri, J. G. Topliss, Ger. Offen. (1972), DE 2130452 19721221 CAN 78:124310] was reacted with triethyl orthoformate, ethyl nitroacetate and acetic acid followed by treatment with triethyl orthoformate, iron and acetic acid and subsequent alkaline hydrolysis. The isolated acid was directly reduced according to example 264, by reaction with BH3 THF complex followed by hydrolytic workup and the title compoun... The reactants are CC(=O)[O-], CC(=O)[O-], OB(O)c1ccc(OCc2ccccc2)cc1, C1CCC(P(C2CCCCC2)C2CCCCC2)CC1, [F-], Cc1cc2c(cc1OS(=O)(=O)C(F)(F)F)CCC2=O, [K+], C1CCOC1, [Pd+2]. Yields the product Cc1cc2c(cc1-c1ccc(OCc3ccccc3)cc1)CCC2=O. Reaction SMILES: [C:63]([O-:64])(=[O:65])[CH3:66].[C:68]([O-:69])(=[O:70])[CH3:71].[CH2:20]([c:21]1[cH:22][cH:23][cH:24][cH:25][cH:26]1)[O:27][c:28]1[cH:29][cH:30][c:31]([B:34]([OH:35])[OH:36])[cH:32][cH:33]1.[CH:37]1([P:38]([CH:39]2[CH2:40][CH2:41][CH2:42][CH2:43][CH2:44]2)[CH:45]2[CH2:46][CH2:47][CH2:48][CH2:49][CH2:50]2)[CH2:51][CH2:52][CH2:53][CH2:54][CH2:55]1.[F-:56].[F:1][C:2]([F:3])([F:4])[S:5]([O:6][c:7]1[cH:8][c:9]2[c:13]([cH:14][c:15]1[CH3:16])[C:12](=[O:17])[CH2:11][CH2:10]2)(=[O:18])=[O:19].[K+:57].[O:58]1[CH2:59][CH2:60][CH2:61][CH2:62]1.[Pd+2:67]>>[c:7]1(-[c:31]2[cH:30][cH:29][c:28]([O:27][CH2:20][c:21]3[cH:22][cH:23][cH:24][cH:25][cH:26]3)[cH:33][cH:32]2)[cH:8][c:9]2[c:13]([cH:14][c:15]1[CH3:16])[C:12](=[O:17])[CH2:11][CH2:10]2.